Task: describe an organic reaction: reactants, conditions, products, and yield. Dataset: the Open Reaction Database (ORD), a public repository of structured organic reaction records The reactants are solution, [Br-].CC1=C(SC=C1)[Zn+] (3-methyl-2-thienylzinc bromide), C1CCOC1 (THF), C(C)C(CC)C=1C=2N(N=C(C1)C)C(=C(N2)C)I (8-(1-ethyl-propyl)-3-iodo-2,6-dimethyl-imidazo[1,2-b]pyridazine). Reagents/catalysts: C1=CC=C(C=C1)P([C-]2C=CC=C2)C3=CC=CC=C3.C1=CC=C(C=C1)P([C-]2C=CC=C2)C3=CC=CC=C3.Cl[Pd]Cl.[Fe+2] (PdCl2(dppf)). Run in CCOC(=O)C (EtOAc). Conditions: temperature 65 celsius, time 8 hour. Yields the product C(C)C(CC)C=1C=2N(N=C(C1)C)C(=C(N2)C)C=2SC=CC2C (8-(1-ethyl-propyl)-2,6-dimethyl-3-(3-methyl-thiophen-2-yl)-imidazo[1,2-b]pyridazine). The yield is 81.0%. As a reaction SMILES: [CH2:1]([CH:3]([C:6]1[C:7]2[N:8]([C:13](I)=[C:14]([CH3:16])[N:15]=2)[N:9]=[C:10]([CH3:12])[CH:11]=1)[CH2:4][CH3:5])[CH3:2].[Br-].[CH3:19][C:20]1[CH:24]=[CH:23][S:22][C:21]=1[Zn+].C1COCC1>CCOC(C)=O.C1C=CC(P(C2C=CC=CC=2)[C-]2C=CC=C2)=CC=1.C1C=CC(P(C2C=CC=CC=2)[C-]2C=CC=C2)=CC=1.Cl[Pd]Cl.[Fe+2]>[CH2:1]([CH:3]([C:6]1[C:7]2[N:8]([C:13]([C:21]3[S:22][CH:23]=[CH:24][C:20]=3[CH3:19])=[C:14]([CH3:16])[N:15]=2)[N:9]=[C:10]([CH3:12])[CH:11]=1)[CH2:4][CH3:5])[CH3:2] |f:1.2,5.6.7.8|. Procedure: To mixture of 8-(1-ethyl-propyl)-3-iodo-2,6-dimethyl-imidazo[1,2-b]pyridazine (12.0 g, 34.96 mmol) and PdCl2(dppf) (1.28 g, 1.75 mmol) is added a 0.5 M solution of 3-methyl-2-thienylzinc bromide in THF (100 mL, 50.0 mmol). The mixture is stirred at 65° C. overnight, diluted with EtOAc (500 mL), washed with 10% citric acid (500 mL), water (400 mL), brine (400 mL), dried over MgSO4, filtered and concentrated. The residue is purified by ISCO (10%-20% EtOAc/hexane gradient) furnish the title compoun...